From a dataset of the Open Reaction Database (ORD), a public repository of structured organic reaction records. describe an organic reaction: reactants, conditions, products, and yield The reactants are ClC1=NC=C(N=C1)C(F)(F)F (2-chloro-5-(trifluoromethyl)pyrazine), N[C@@H]1[C@H](CCC1)NC(OC(C)(C)C)=O (tert-butyl N-[(1S,2S)-2-aminocyclopentyl]carbamate), CCN(C(C)C)C(C)C (DIPEA), Cl (HCl), O1CCOCC1 (1,4-dioxane). Solvent: CS(=O)C (DMSO). Conditions: time 2 hour. Product: Cl.FC(C=1N=CC(=NC1)N[C@@H]1[C@H](CCC1)N)(F)F ((1S,2S)-1-N-[5-(Trifluoromethyl)pyrazin-2-yl]cyclopentane-1,2-diamine hydrochloride). RXN SMILES: [Cl:1][C:2]1[CH:7]=[N:6][C:5]([C:8]([F:11])([F:10])[F:9])=[CH:4][N:3]=1.[NH2:12][C@H:13]1[CH2:17][CH2:16][CH2:15][C@@H:14]1[NH:18]C(=O)OC(C)(C)C.CCN(C(C)C)C(C)C.Cl.O1CCOCC1>CS(C)=O>[ClH:1].[F:9][C:8]([F:11])([F:10])[C:5]1[N:6]=[CH:7][C:2]([NH:12][C@H:13]2[CH2:17][CH2:16][CH2:15][C@@H:14]2[NH2:18])=[N:3][CH:4]=1 |f:6.7|. Procedure details: A solution of 2-chloro-5-(trifluoromethyl)pyrazine (CAS number 799557-87-2; 5.01 g, 27.5 mmol), tert-butyl N-[(1S,2S)-2-aminocyclopentyl]carbamate (CAS number 586961-34-4; 5 g, 24.97 mmol) and DIPEA (13.08 ml, 74.9 mmol) in DMSO (50 ml) was heated in a sealed vial at 120° C. for 2 hours and then 140° C. for 2 hours. The reaction mixture was partitioned between ethyl acetate (400 ml) and water (200 ml). The organics were washed with water (3×100 ml) and brine (100 ml), dried over sodium sulfate a... The reactants are COc1ccc(C(=O)c2sccc2Br)cc1, Cl, NO, c1ccncc1. The product is COc1ccc(C(=NO)c2sccc2Br)cc1. RXN SMILES: [Br:1][c:2]1[c:3]([C:7](=[O:8])[c:9]2[cH:10][cH:11][c:12]([O:15][CH3:16])[cH:13][cH:14]2)[s:4][cH:5][cH:6]1.[ClH:17].[NH2:18][OH:19].[cH:20]1[cH:21][cH:22][n:23][cH:24][cH:25]1>>[Br:1][c:2]1[c:3]([C:7]([c:9]2[cH:10][cH:11][c:12]([O:15][CH3:16])[cH:13][cH:14]2)=[N:18][OH:19])[s:4][cH:5][cH:6]1. Starting materials: FC1=CC=CC2=C1CCC(C(N2CC(F)(F)F)=O)N2N=NC(=C2)C2=C(C=C(C=C2)C2=CC=NC=C2)F (6-fluoro-3-{-4-[2-fluoro-4-(pyridin-4-yl)phenyl]-1H-1,2,3-triazol-1-yl}-1-(2,2,2-trifluoroethyl)-1,3,4,5-tetrahydro-2H-1-benzazepin-2-one), C(#C)C1=CC=C(C=C1)C1=NC(=NO1)C (5-(4-ethynyl-phenyl)-3-methyl-1,2,4-oxadiazole), alkyne. The product is FC1=CC=CC2=C1CCC(C(N2CC(F)(F)F)=O)N2N=NC(=C2)C2=CC=C(C=C2)C2=NC(=NO2)C (6-fluoro-3-{4-[4-(3-methyl-1,2,4-oxadiazol-5-yl)phenyl]-1H-1,2,3-triazol-1-yl}-1-(2,2,2-trifluoroethyl)-1,3,4,5-tetrahydro-2H-1-benzazepin-2-one). RXN SMILES: [F:1][C:2]1[C:7]2[CH2:8][CH2:9][CH:10]([N:19]3[CH:23]=[C:22]([C:24]4[CH:29]=[CH:28][C:27]([C:30]5C=CN=CC=5)=[CH:26][C:25]=4F)[N:21]=[N:20]3)[C:11](=[O:18])[N:12]([CH2:13][C:14]([F:17])([F:16])[F:15])[C:6]=2[CH:5]=[CH:4][CH:3]=1.C(C1C=CC(C2[O:49][N:48]=[C:47]([CH3:50])[N:46]=2)=CC=1)#C>>[F:1][C:2]1[C:7]2[CH2:8][CH2:9][CH:10]([N:19]3[CH:23]=[C:22]([C:24]4[CH:29]=[CH:28][C:27]([C:30]5[O:49][N:48]=[C:47]([CH3:50])[N:46]=5)=[CH:26][CH:25]=4)[N:21]=[N:20]3)[C:11](=[O:18])[N:12]([CH2:13][C:14]([F:17])([F:16])[F:15])[C:6]=2[CH:5]=[CH:4][CH:3]=1. Reported procedure: The title compound was prepared by the same route as 6-fluoro-3-{-4-[2-fluoro-4-(pyridin-4-yl)phenyl]-1H-1,2,3-triazol-1-yl}-1-(2,2,2-trifluoroethyl)-1,3,4,5-tetrahydro-2H-1-benzazepin-2-one, using 5-(4-ethynyl-phenyl)-3-methyl-1,2,4-oxadiazole as the alkyne. Starting materials: Brc1cc(Cc2ccncc2)cc2cccnc12, [Li]CCCC, C1CCOC1, CN(C)C=O. The product is O=Cc1cc(Cc2ccncc2)cc2cccnc12. RXN SMILES: [Br:1][c:2]1[cH:3][c:4]([CH2:12][c:13]2[cH:14][cH:15][n:16][cH:17][cH:18]2)[cH:5][c:6]2[cH:7][cH:8][cH:9][n:10][c:11]12.[CH2:19]([Li:20])[CH2:21][CH2:22][CH3:23].[CH2:29]1[O:30][CH2:31][CH2:32][CH2:33]1.[O:24]=[CH:25][N:26]([CH3:27])[CH3:28]>>[c:2]1([CH:25]=[O:24])[cH:3][c:4]([CH2:12][c:13]2[cH:14][cH:15][n:16][cH:17][cH:18]2)[cH:5][c:6]2[cH:7][cH:8][cH:9][n:10][c:11]12.